describe an organic reaction: reactants, conditions, products, and yield From a dataset of the Open Reaction Database (ORD), a public repository of structured organic reaction records. Reactants: C(C)(C)OC1=C(C(=O)O)C=C(C=C1)S(=O)(=O)C (2-Isopropoxy-5-methanesulfonyl-benzoic acid), COC1=CC=C(OC2CCNCC2)C=C1 (4-(4-methoxy-phenoxy)-piperidine). Yields the product C(C)(C)OC1=C(C=C(C=C1)S(=O)(=O)C)C(=O)N1CCC(CC1)OC1=CC=C(C=C1)OC ((2-Isopropoxy-5-methanesulfonyl-phenyl)-[4-(4-methoxy-phenoxy)-piperidin-1-yl]-methanone). Yield: 73.0%. Reaction SMILES: [CH:1]([O:4][C:5]1[CH:13]=[CH:12][C:11]([S:14]([CH3:17])(=[O:16])=[O:15])=[CH:10][C:6]=1[C:7]([OH:9])=O)([CH3:3])[CH3:2].[CH3:18][O:19][C:20]1[CH:32]=[CH:31][C:23]([O:24][CH:25]2[CH2:30][CH2:29][NH:28][CH2:27][CH2:26]2)=[CH:22][CH:21]=1>>[CH:1]([O:4][C:5]1[CH:13]=[CH:12][C:11]([S:14]([CH3:17])(=[O:16])=[O:15])=[CH:10][C:6]=1[C:7]([N:28]1[CH2:27][CH2:26][CH:25]([O:24][C:23]2[CH:31]=[CH:32][C:20]([O:19][CH3:18])=[CH:21][CH:22]=2)[CH2:30][CH2:29]1)=[O:9])([CH3:2])[CH3:3]. Procedure: Prepared in analogy to Example 1 from 2-isopropoxy-5-methanesulfonyl-benzoic acid (Example A1) and 4-(4-methoxy-phenoxy)-piperidine. The crude material was purified by reversed phase HPLC (acetonitrile/water) to yield the title compound as an amorphous white solid (yield 73%). MS (m/e): 448.2 (M+H+, 100%).